Dataset: the Open Reaction Database (ORD), a public repository of structured organic reaction records. Task: describe an organic reaction: reactants, conditions, products, and yield Reactants: OC1C2ON(CC1(OC2N2C(NC(C=C2)=O)=O)CO)C (1-(8-Hydroxy-5-hydroxymethyl-3-methyl-2,6-dioxa-3-aza-bicyclo[3.2.1]oct-7-yl)-1H-pyrimidine-2,4-dione), COC1=CC=C(C(C2=CC=C(C=C2)OC)(C2=CC=CC=C2)Cl)C=C1 (4,4′-dimethoxytrityl chloride). Run in N1=CC=CC=C1 (pyridine). Run at time 6 hour. Product: COC1=CC=C(C=C1)C(OC(C12CN(OC(C(O1)N1C(NC(C=C1)=O)=O)C2O)C)C2=CC=CC=C2)C2=CC=C(C=C2)OC (1-{5-[Bis-(4-methoxy-phenyl)-phenyl-methoxymethyl]-8-hydroxy-3-methyl-2,6-dioxa-3-aza-bicyclo[3.2.1]oct-7-yl}-1H-pyrimidine-2,4-dione). Yield: 80.0%. Reaction SMILES: [OH:1][CH:2]1[C:7]2([CH2:18][OH:19])[O:8][CH:9]([N:10]3[CH:15]=[CH:14][C:13](=[O:16])[NH:12][C:11]3=[O:17])[CH:3]1[O:4][N:5]([CH3:20])[CH2:6]2.[CH3:21][O:22][C:23]1[CH:44]=[CH:43][C:26]([C:27](Cl)(C2C=CC=CC=2)[C:28]2[CH:33]=[CH:32][C:31]([O:34][CH3:35])=[CH:30][CH:29]=2)=[CH:25][CH:24]=1>N1C=CC=CC=1>[CH3:35][O:34][C:31]1[CH:30]=[CH:29][C:28]([CH:27]([C:26]2[CH:25]=[CH:24][C:23]([O:22][CH3:21])=[CH:44][CH:43]=2)[O:19][CH:18]([C:23]2[CH:44]=[CH:43][CH:26]=[CH:25][CH:24]=2)[C:7]23[CH:2]([OH:1])[CH:3]([CH:9]([N:10]4[CH:15]=[CH:14][C:13](=[O:16])[NH:12][C:11]4=[O:17])[O:8]2)[O:4][N:5]([CH3:20])[CH2:6]3)=[CH:33][CH:32]=1. Procedure: To a solution of compound 55 (1 mmol) in anhydrous pyridine (4 mL) was added 4,4′-dimethoxytrityl chloride (1.5 mmol). After stirring at room temperature for 6 hours the mixture was quenched with MeOH and then concentrated in vacuo. The residue was dissolved in CH2Cl2 (100 mL), washed with saturated aqueous NaHCO3 (2×20 mL), brine (20 mL) and the organic layer dried over Na2SO4, filtered, and evaporated. The residue was purified by silica gel chromatography. Appropriate fractions were collected,... Starting materials: O (water), S1C(=NC=C1)C(=O)[C@@H]1CC[C@H](CC1)C(=O)OC (methyl trans-4-(thiazole-2-carbonyl)cyclohexanecarboxylate), FC(F)(F)[Si](C)(C)C (trifluoromethyltrimethylsilane), O.O.O.[F-].C(CCC)[N+](CCCC)(CCCC)CCCC (Tetrabutylammonium fluoride trihydrate). Run in C(C)(=O)OCC (ethyl acetate), C1CCOC1 (THF). Conditions: temperature 0 celsius, time 1 hour. The product is FC(C(C=1SC=CN1)(O)[C@@H]1CC[C@H](CC1)C(=O)OC)(F)F (methyl trans-4-[2,2,2-trifluoro-1-hydroxy-1-(1,3-thiazol-2-yl)ethyl]cyclohexanecarboxylate). RXN SMILES: [S:1]1[CH:5]=[CH:4][N:3]=[C:2]1[C:6]([C@H:8]1[CH2:13][CH2:12][C@H:11]([C:14]([O:16][CH3:17])=[O:15])[CH2:10][CH2:9]1)=[O:7].[F:18][C:19]([Si](C)(C)C)([F:21])[F:20].O.O.O.[F-].C([N+](CCCC)(CCCC)CCCC)CCC.O>C1COCC1.C(OCC)(=O)C>[F:18][C:19]([F:21])([F:20])[C:6]([C@H:8]1[CH2:9][CH2:10][C@H:11]([C:14]([O:16][CH3:17])=[O:15])[CH2:12][CH2:13]1)([OH:7])[C:2]1[S:1][CH:5]=[CH:4][N:3]=1 |f:2.3.4.5.6|. Reported procedure: To the solution of methyl trans-4-(thiazole-2-carbonyl)cyclohexanecarboxylate (1.1 g, 4.34 mmol) in THF (20 mL) at 0° C. was added trifluoromethyltrimethylsilane (1.286 mL, 8.68 mmol). Tetrabutylammonium fluoride trihydrate (1M in THF, 17.37 mL, 17.37 mmol) was added slowly maintaining the temperature at 0° C. The reaction was allowed to stir for 1 hr and then water (30 mL) and ethyl acetate (30 mL) was added to quench the reaction. The organic layer was removed, washed with brine (20 mL), dried... The reactants are IC1=C(C=C(C=C1)CO)OC1=CC2=CC=CC=C2C=C1 ([4-iodo-3-(naphthalen-2-yloxy)-phenyl]-methanol), BrN1C(CCC1=O)=O (N-bromosuccinimide), CSC (dimethyl sulfide). The solvent is C(Cl)Cl (CH2Cl2). Yields the product IC1=C(C=C(C=C1)CBr)OC1=CC2=CC=CC=C2C=C1 ([4-Iodo-3-(naphthalen-2-yloxy)-phenyl]-methyl Bromide). RXN SMILES: [I:1][C:2]1[CH:7]=[CH:6][C:5]([CH2:8]O)=[CH:4][C:3]=1[O:10][C:11]1[CH:20]=[CH:19][C:18]2[C:13](=[CH:14][CH:15]=[CH:16][CH:17]=2)[CH:12]=1.[Br:21]N1C(=O)CCC1=O.CSC>C(Cl)Cl>[I:1][C:2]1[CH:7]=[CH:6][C:5]([CH2:8][Br:21])=[CH:4][C:3]=1[O:10][C:11]1[CH:20]=[CH:19][C:18]2[C:13](=[CH:14][CH:15]=[CH:16][CH:17]=2)[CH:12]=1. Procedure: To a solution of [4-iodo-3-(naphthalen-2-yloxy)-phenyl]-methanol (0.085 g, 0.226 mmol) in CH2Cl2 (2 mL) at −15° C. was added a cold (0° C.) solution of N-bromosuccinimide (0.120 g, 0.68 mmol) in dimethyl sulfide (0.060 mL, 0.814 mmol) with stirring. The reaction mixture was allowed to warm to ambient temperature overnight, concentrated to dryness, and chromatographed (SiO2, 10% EtOAc:hexane) to give the title compound which was used without purification. Reactants: ClC=1C(=NN(C1C)C1=C(C=C(C(=O)O)C=C1)C(=O)N1CC2=CC=CC=C2CC1)C(N(CCCC)CCCC)=O (4-(4-chloro-3-(dibutylcarbamoyl)-5-methyl-1H-pyrazol-1-yl)-3-(1,2,3,4-tetrahydroisoquinoline-2-carbonyl)benzoic acid), [Si](C)(C)(C(C)(C)C)OCCOC1=CC=C2C=CC(=CC2=C1)S(=O)(=O)N (7-(2-(tert-butyldimethylsilyloxy)ethoxy)naphthalene-2-sulfonamide), ClC=1C(=NN(C1C)C1=C(C=C(C(=O)O)C=C1)C(=O)N1CC2=CC=CC=C2CC1)C(N(CCCC)CCCC)=O (4-(4-chloro-3-(dibutylcarbamoyl)-5-methyl-1H-pyrazol-1-yl)-3-(1,2,3,4-tetrahydroisoquinoline-2-carbonyl)benzoic acid), [Si](C)(C)(C(C)(C)C)OCCOC1=CC=C2C=CC(=CC2=C1)S(=O)(=O)N (7-(2-(tert-butyldimethylsilyloxy)ethoxy)naphthalene-2-sulfonamide). Yields the product C(CCC)N(C(=O)C1=NN(C(=C1Cl)C)C1=C(C=C(C=C1)C(NS(=O)(=O)C1=CC2=CC(=CC=C2C=C1)OCCO[Si](C)(C)C(C)(C)C)=O)C(=O)N1CC2=CC=CC=C2CC1)CCCC (N,N-Dibutyl-1-(4-(7-(2-(tert-butyldimethylsilyloxy)ethoxy)naphthalen-2-ylsulfonylcarbamoyl)-2-(1,2,3,4-tetrahydroisoquinoline-2-carbonyl)phenyl)-4-chloro-5-methyl-1H-pyrazole-3-carboxamide). Isolated yield 46.4%. Reaction SMILES: [Cl:1][C:2]1[C:3]([C:29](=[O:39])[N:30]([CH2:35][CH2:36][CH2:37][CH3:38])[CH2:31][CH2:32][CH2:33][CH3:34])=[N:4][N:5]([C:8]2[CH:16]=[CH:15][C:11]([C:12]([OH:14])=O)=[CH:10][C:9]=2[C:17]([N:19]2[CH2:28][CH2:27][C:26]3[C:21](=[CH:22][CH:23]=[CH:24][CH:25]=3)[CH2:20]2)=[O:18])[C:6]=1[CH3:7].[Si:40]([O:47][CH2:48][CH2:49][O:50][C:51]1[CH:60]=[C:59]2[C:54]([CH:55]=[CH:56][C:57]([S:61]([NH2:64])(=[O:63])=[O:62])=[CH:58]2)=[CH:53][CH:52]=1)([C:43]([CH3:46])([CH3:45])[CH3:44])([CH3:42])[CH3:41]>>[CH2:35]([N:30]([CH2:31][CH2:32][CH2:33][CH3:34])[C:29]([C:3]1[C:2]([Cl:1])=[C:6]([CH3:7])[N:5]([C:8]2[CH:16]=[CH:15][C:11]([C:12](=[O:14])[NH:64][S:61]([C:57]3[CH:56]=[CH:55][C:54]4[C:59](=[CH:60][C:51]([O:50][CH2:49][CH2:48][O:47][Si:40]([C:43]([CH3:46])([CH3:45])[CH3:44])([CH3:41])[CH3:42])=[CH:52][CH:53]=4)[CH:58]=3)(=[O:63])=[O:62])=[CH:10][C:9]=2[C:17]([N:19]2[CH2:28][CH2:27][C:26]3[C:21](=[CH:22][CH:23]=[CH:24][CH:25]=3)[CH2:20]2)=[O:18])[N:4]=1)=[O:39])[CH2:36][CH2:37][CH3:38]. Procedure: Following a procedure analogous to that for the synthesis of Example 1,4-(4-chloro-3-(dibutylcarbamoyl)-5-methyl-1H-pyrazol-1-yl)-3-(1,2,3,4-tetrahydroisoquinoline-2-carbonyl)benzoic acid (Intermediate 1F, 40 mg, 0.073 mmol) and 7-(2-(tert-butyldimethylsilyloxy)ethoxy)naphthalene-2-sulfonamide (Intermediate 50B, 33 mg, 0.087 mmol) were converted to the title compound (31 mg, 47%) after purification using flash column chromatography (gradient from 0% to 3% MeOH/CH2Cl2). 1H NMR (CDCl3, 2:1 mixture... Starting materials: C(C1=CC=CC=C1)OC(=O)N[C@@H]1C(N[C@@H]1OC1=CC=CC=C1)=O ((3S, 4R)-3-benzyloxycarbonylamino-4-phenoxy-azetidin-2-one), [H][H] (hydrogen). Reagents/catalysts: [Pd] (palladium on activated carbon). The solvent is C1CCOC1 (THF), C(C)(=O)OCC (ethyl acetate). Product: N[C@@H]1C(N[C@@H]1OC1=CC=CC=C1)=O ((3S, 4R)-3-amino-4-phenoxy-azetidin-2-one). Isolated yield 77.0%. Reaction SMILES: C(OC([NH:11][C@H:12]1[C@@H:15]([O:16][C:17]2[CH:22]=[CH:21][CH:20]=[CH:19][CH:18]=2)[NH:14][C:13]1=[O:23])=O)C1C=CC=CC=1.[H][H]>[Pd].C1COCC1.C(OCC)(=O)C>[NH2:11][C@H:12]1[C@@H:15]([O:16][C:17]2[CH:22]=[CH:21][CH:20]=[CH:19][CH:18]=2)[NH:14][C:13]1=[O:23]. Procedure: (3S, 4R)-3-benzyloxycarbonylamino-4-phenoxy-azetidin-2-one (1.85 g. 5.9 mmole) is hydrogenated with 2 g of 10% palladium on activated carbon in THF (30 ml) and ethyl acetate (30 ml) at 50 psi hydrogen pressure at room temperature for 2 hours. After removal of catalyst by filtration, 810 mg of deprotected (3S, 4R)-3-amino-4-phenoxy-azetidin-2-one is obtained. The reactants are O=C([O-])[O-], CC#N, Cn1cc(B2OC(C)(C)C(C)(C)O2)cn1, Fc1ccc(-n2ncnc2-c2cc3c(s2)-c2nc(Cl)ccc2OCC3)c(F)c1, [Cs+], [Cs+], O. Product: Cn1cc(-c2ccc3c(n2)-c2sc(-c4ncnn4-c4ccc(F)cc4F)cc2CCO3)cn1. RXN SMILES: [C:29](=[O:30])([O-:31])[O-:32].[C:51](#[N:52])[CH3:53].[CH3:35][n:36]1[n:37][cH:38][c:39]([B:41]2[O:42][C:43]([CH3:44])([CH3:45])[C:46]([CH3:47])([CH3:48])[O:49]2)[cH:40]1.[Cl:1][c:2]1[cH:3][cH:4][c:5]2[c:6]([n:28]1)-[c:7]1[s:8][c:9](-[c:15]3[n:16](-[c:20]4[c:21]([F:27])[cH:22][c:23]([F:26])[cH:24][cH:25]4)[n:17][cH:18][n:19]3)[cH:10][c:11]1[CH2:12][CH2:13][O:14]2.[Cs+:33].[Cs+:34].[OH2:50]>>[c:2]1(-[c:39]2[cH:38][n:37][n:36]([CH3:35])[cH:40]2)[cH:3][cH:4][c:5]2[c:6]([n:28]1)-[c:7]1[s:8][c:9](-[c:15]3[n:16](-[c:20]4[c:21]([F:27])[cH:22][c:23]([F:26])[cH:24][cH:25]4)[n:17][cH:18][n:19]3)[cH:10][c:11]1[CH2:12][CH2:13][O:14]2.